Dataset: the Open Reaction Database (ORD), a public repository of structured organic reaction records. Task: describe an organic reaction: reactants, conditions, products, and yield The reactants are Fc1ccc(Br)cc1, COc1cccc(Nc2cc(N(C)C)nc(N3CCNCC3)n2)c1, ClCCl. The product is COc1cccc(Nc2cc(N(C)C)nc(N3CCN(c4ccc(Br)cc4)CC3)n2)c1. As a reaction SMILES: [Br:25][c:26]1[cH:27][cH:28][c:29]([F:32])[cH:30][cH:31]1.[CH3:1][O:2][c:3]1[cH:4][c:5]([NH:9][c:10]2[n:11][c:12]([N:19]3[CH2:20][CH2:21][NH:22][CH2:23][CH2:24]3)[n:13][c:14]([N:16]([CH3:17])[CH3:18])[cH:15]2)[cH:6][cH:7][cH:8]1.[Cl:33][CH2:34][Cl:35]>>[CH3:1][O:2][c:3]1[cH:4][c:5]([NH:9][c:10]2[n:11][c:12]([N:19]3[CH2:20][CH2:21][N:22]([c:29]4[cH:28][cH:27][c:26]([Br:25])[cH:31][cH:30]4)[CH2:23][CH2:24]3)[n:13][c:14]([N:16]([CH3:17])[CH3:18])[cH:15]2)[cH:6][cH:7][cH:8]1. Reactants: C(=O)(O)[O-].[Na+] (NaHCO3), C(CC)(N)N (propanediamine), ClC1=NC2=CC=CC=C2C(=C1)OC (2-chloro-4-methoxyquinoline), CC(CN)(CN)C (2,2-dimethyl-1,3-propanediamine). The solvent is C(C)(=O)OCC (ethyl acetate). The product is N (ammonia), NCC(CNC1=NC2=CC=CC=C2C(=C1)OC)(C)C (2-(3-amino-2,2-dimethylprop-1-ylamino)-4-methoxyquinoline). Isolated yield 45.1%. RXN SMILES: Cl[C:2]1[CH:11]=[C:10]([O:12][CH3:13])[C:9]2[C:4](=[CH:5][CH:6]=[CH:7][CH:8]=2)[N:3]=1.[CH3:14][C:15]([CH3:20])([CH2:18][NH2:19])[CH2:16][NH2:17].C(N)(N)CC.C([O-])(O)=O.[Na+]>C(OCC)(=O)C>[NH3:3].[NH2:17][CH2:16][C:15]([CH3:20])([CH3:14])[CH2:18][NH:19][C:2]1[CH:11]=[C:10]([O:12][CH3:13])[C:9]2[C:4](=[CH:5][CH:6]=[CH:7][CH:8]=2)[N:3]=1 |f:3.4|. Procedure: A mixture of 2-chloro-4-methoxyquinoline (0.63 g, 3.25 mmol) and 2,2-dimethyl-1,3-propanediamine (2.00 g, 19.5 mmol) was stirred for 16 h at 75° C. in a sealed propanediamine (2.00 g, 19.5 mmol) was stirred for 16 h at 75° C. in a sealed NaHCO3 and ethyl acetate. The organic layer was dried (MgSO4) and concentrated onto silica, then chromatographed eluting with 5% then 10% methanol/CH2Cl2+0.5% 880 aqueous ammonia to give the title compound as a white solid (0.19 g, 23%). δH (CDCl3) 0.99 (6H, s, ...